From a dataset of the Open Reaction Database (ORD), a public repository of structured organic reaction records. describe an organic reaction: reactants, conditions, products, and yield The reactants are C1COP(=O)(NC1O)N(CCCl)CCCl (4-hydroxycyclophosphamide), ONC(=O)N1CCOCC1 (N-hydroxymorpholino-carboxamide), ClC(C(=O)O)(Cl)Cl (trichloroacetic acid). Run in CC(=O)C (acetone). Run at time 4 day. Product: ON(C(=O)N1CCOCC1)C1NP(OCC1)(=O)N(CCCl)CCCl (N-hydroxy-N-[2-(bis-(2-chloroethyl)-amino)-2-oxo-tetrahydro-2H-1,3,2-oxazaphosphorin-4-yl]-N-morpholinocarbonyl-amine). RXN SMILES: [CH2:1]1[CH:7](O)[NH:6][P:4]([N:9]([CH2:13][CH2:14][Cl:15])[CH2:10][CH2:11][Cl:12])(=[O:5])[O:3][CH2:2]1.[OH:16][NH:17][C:18]([N:20]1[CH2:25][CH2:24][O:23][CH2:22][CH2:21]1)=[O:19].ClC(Cl)(Cl)C(O)=O>CC(C)=O>[OH:16][N:17]([CH:7]1[CH2:1][CH2:2][O:3][P:4]([N:9]([CH2:13][CH2:14][Cl:15])[CH2:10][CH2:11][Cl:12])(=[O:5])[NH:6]1)[C:18]([N:20]1[CH2:25][CH2:24][O:23][CH2:22][CH2:21]1)=[O:19]. Reported procedure: 1.2 g (4.3 mmol) of 4-hydroxycyclophosphamide in 15 ml of acetone were treated with 630 mg (4.3 mmol) of N-hydroxymorpholino-carboxamide and a trace of trichloroacetic acid and stored at -25° C. After 4 days the crystals were drawn off by suction and recrystallized from acetone. The reactants are C/C(=N\[Si](C)(C)C)/O[Si](C)(C)C (N,O-bis(trimethylsilyl)acetamide), BrC=1C(NC(NC1)=O)=O (5-bromouracil), FC1=C(CBr)C(=CC=C1)F (2,6-difluorobenzyl bromide). The solvent is ClC(C)Cl (dichloroethane). Run at temperature 80 celsius. The product is FC1=C(CNC(=O)N)C(=CC=C1)F (2,6-difluorobenzyl urea). Yield: 84.5%. RXN SMILES: BrC1C(=O)[NH:4][C:5](=[O:8])[NH:6]C=1.C/C(/O[Si](C)(C)C)=N\[Si](C)(C)C.[F:22][C:23]1[CH:30]=[CH:29][CH:28]=[C:27]([F:31])[C:24]=1[CH2:25]Br>ClC(Cl)C>[F:22][C:23]1[CH:30]=[CH:29][CH:28]=[C:27]([F:31])[C:24]=1[CH2:25][NH:4][C:5]([NH2:6])=[O:8]. Reported procedure: A suspension of 5-bromouracil (18.45 g, 96.6 mmol) in 300 mL of dichloroethane was treated with N,O-bis(trimethylsilyl)acetamide (48 mL, 39.5 g, 194 mmol). The reaction mixture was heated at 80° C. for 3 hr under the nitrogen. The solution was cooled down to ambient temperature, 2,6-difluorobenzyl bromide (25 g, 120 mmol) was added and the reaction mixture was heated at 80° C. overnight under the protection of nitrogen. The reaction was cooled down, quenched with MeOH (15 mL), and partitioned be... The product is NC1=NC=2CCC(CC2C(=N1)N)C(C1=CC(=CC=C1)C(F)(F)F)OCC1=CC=CC=C1 (2,4-diamino-6-[(phenylmethoxy)(3-trifluoromethylphenyl)methyl]-5,6,7,8-tetrahydroquinazoline). Reported procedure: This compound is prepared in a manner analogous to that of Example 1, using 4.7 grams (0.013 mole) of phenylmethyl [(cyclohexanon-4-yl)(3-trifluoromethylphenyl)]methyl ether and 1.2 grams (0.01 4 mole) of cyanoguanidine in 2-(2-ethoxyethoxy)ethanol, yielding 2,4-diamino-6-[(phenylmethoxy)(3-trifluoromethylphenyl)methyl]-5,6,7,8-tetrahydroquinazoline. Solvent: C(C)OCCOCCO (2-(2-ethoxyethoxy)ethanol). The reactants are C1(CCC(CC1)C1=C(C=CC=C1C(F)(F)F)COCC1=CC=CC=C1)=O (phenylmethyl [(cyclohexanon-4-yl)(3-trifluoromethylphenyl)]methyl ether), C(#N)NC(=N)N (cyanoguanidine). As a reaction SMILES: C1(=O)CCC([C:7]2[C:12]([C:13]([F:16])([F:15])[F:14])=[CH:11][CH:10]=[CH:9][C:8]=2[CH2:17][O:18][CH2:19][C:20]2[CH:25]=[CH:24][CH:23]=[CH:22][CH:21]=2)CC1.[C:27]([NH:29][C:30]([NH2:32])=[NH:31])#[N:28]>C(OCCOCCO)C>[NH2:31][C:30]1[N:29]=[C:27]([NH2:28])[C:8]2[CH2:9][CH:10]([CH:17]([O:18][CH2:19][C:20]3[CH:21]=[CH:22][CH:23]=[CH:24][CH:25]=3)[C:8]3[CH:9]=[CH:10][CH:11]=[C:12]([C:13]([F:16])([F:15])[F:14])[CH:7]=3)[CH2:11][CH2:12][C:7]=2[N:32]=1. Reactants: step-ii, ClC=1C=C(CN2N=C(C(=C2C)B2OC(C(O2)(C)C)(C)C)C)C=CC1 (1-(3-chlorobenzyl)-3,5-dimethyl-4-(4,4,5,5-tetramethyl-1,3,2-dioxaborolan-2-yl)-1H-pyrazole), ClC=1C=C(CN2N=C(C(=C2C)B2OC(C(O2)(C)C)(C)C)C)C=CC1 (1-(3-chlorobenzyl)-3,5-dimethyl-4-(4,4,5,5-tetramethyl-1,3,2-dioxaborolan-2-yl)-1H-pyrazole), IC1=CN(C2=NC=C(C=C21)C2=CC=C(C=C2)N2CCN(CC2)C(=O)OC(C)(C)C)S(=O)(=O)C2=CC=C(C)C=C2 (tert-butyl 4-(4-(3-iodo-1-tosyl-1H-pyrrolo[2,3-b]pyridin-5-yl)phenyl)piperazine-1-carboxylate), IC1=CN(C2=NC=C(C=C21)C2=CC=C(C=C2)N2CCN(CC2)C(=O)OC(C)(C)C)S(=O)(=O)C2=CC=C(C)C=C2 (tert-butyl 4-(4-(3-iodo-1-tosyl-1H-pyrrolo[2,3-b]pyridin-5-yl)phenyl)piperazine-1-carboxylate), C([O-])([O-])=O.[Na+].[Na+] (sodium carbonate). The reagents and catalysts are C1=CC=C(C=C1)P([C-]2C=CC=C2)C3=CC=CC=C3.C1=CC=C(C=C1)P([C-]2C=CC=C2)C3=CC=CC=C3.Cl[Pd]Cl.[Fe+2] (Pd(dppf)Cl2). The solvent is C1(=CC=CC=C1)C.C(C)O.O (toluene ethanol water). Yields the product ClC=1C=C(CN2N=C(C(=C2C)C2=CN(C3=NC=C(C=C32)C3=CC=C(C=C3)N3CCN(CC3)C(=O)OC(C)(C)C)S(=O)(=O)C3=CC=C(C)C=C3)C)C=CC1 (tert-butyl 4-(4-(3-(1-(3-chlorobenzyl)-3,5-dimethyl-1H-pyrazol-4-yl)-1-tosyl-1H-pyrrolo[2,3-b]pyridin-5-yl)phenyl)piperazine-1-carboxylate). The yield is 31.1%. RXN SMILES: I[C:2]1[C:10]2[C:5](=[N:6][CH:7]=[C:8]([C:11]3[CH:16]=[CH:15][C:14]([N:17]4[CH2:22][CH2:21][N:20]([C:23]([O:25][C:26]([CH3:29])([CH3:28])[CH3:27])=[O:24])[CH2:19][CH2:18]4)=[CH:13][CH:12]=3)[CH:9]=2)[N:4]([S:30]([C:33]2[CH:39]=[CH:38][C:36]([CH3:37])=[CH:35][CH:34]=2)(=[O:32])=[O:31])[CH:3]=1.[Cl:40][C:41]1[CH:42]=[C:43]([CH:61]=[CH:62][CH:63]=1)[CH2:44][N:45]1[C:49]([CH3:50])=[C:48](B2OC(C)(C)C(C)(C)O2)[C:47]([CH3:60])=[N:46]1.C(=O)([O-])[O-].[Na+].[Na+]>C1C=CC(P(C2C=CC=CC=2)[C-]2C=CC=C2)=CC=1.C1C=CC(P(C2C=CC=CC=2)[C-]2C=CC=C2)=CC=1.Cl[Pd]Cl.[Fe+2].C1(C)C=CC=CC=1.C(O)C.O>[Cl:40][C:41]1[CH:42]=[C:43]([CH:61]=[CH:62][CH:63]=1)[CH2:44][N:45]1[C:49]([CH3:50])=[C:48]([C:2]2[C:10]3[C:5](=[N:6][CH:7]=[C:8]([C:11]4[CH:16]=[CH:15][C:14]([N:17]5[CH2:22][CH2:21][N:20]([C:23]([O:25][C:26]([CH3:29])([CH3:28])[CH3:27])=[O:24])[CH2:19][CH2:18]5)=[CH:13][CH:12]=4)[CH:9]=3)[N:4]([S:30]([C:33]3[CH:39]=[CH:38][C:36]([CH3:37])=[CH:35][CH:34]=3)(=[O:32])=[O:31])[CH:3]=2)[C:47]([CH3:60])=[N:46]1 |f:2.3.4,5.6.7.8,9.10.11|. Reported procedure: Using similar reaction conditions as described in step-ii of example-1, tert-butyl 4-(4-(3-iodo-1-tosyl-1H-pyrrolo[2,3-b]pyridin-5-yl)phenyl)piperazine-1-carboxylate (intermediate 41) (200 mg, 0.3 mmol) was coupled with 1-(3-chlorobenzyl)-3,5-dimethyl-4-(4,4,5,5-tetramethyl-1,3,2-dioxaborolan-2-yl)-1H-pyrazole (intermediate 54) (107 mg, 0.33 mmol) in sodium carbonate (99 mg, 0.9 mmol), Pd(dppf)Cl2 (12 mg, 0.01 mmol), toluene/ethanol/water (2/2/1 ml) to give 70 mg (31% yield) of titled compound.